describe an organic reaction: reactants, conditions, products, and yield From a dataset of the Open Reaction Database (ORD), a public repository of structured organic reaction records. Starting materials: COc1cc([N+](=O)[O-])c(NC2CCN(C(=O)OC(C)(C)C)CC2)cc1C, Cc1cc(NC2CCN(C(=O)OC(C)(C)C)CC2)c(N)cc1F. Product: COc1cc(N)c(NC2CCN(C(=O)OC(C)(C)C)CC2)cc1C. RXN SMILES: [CH3:1][c:2]1[c:3]([O:25][CH3:26])[cH:4][c:5]([N+:22]([O-:23])=[O:24])[c:6]([NH:8][CH:9]2[CH2:10][CH2:11][N:12]([C:15](=[O:16])[O:17][C:18]([CH3:19])([CH3:20])[CH3:21])[CH2:13][CH2:14]2)[cH:7]1.[NH2:27][c:28]1[cH:29][c:30]([F:31])[c:32]([CH3:33])[cH:34][c:35]1[NH:36][CH:37]1[CH2:38][CH2:39][N:40]([C:41]([O:42][C:43]([CH3:44])([CH3:45])[CH3:46])=[O:47])[CH2:48][CH2:49]1>>[CH3:1][c:2]1[c:3]([O:25][CH3:26])[cH:4][c:5]([NH2:22])[c:6]([NH:8][CH:9]2[CH2:10][CH2:11][N:12]([C:15](=[O:16])[O:17][C:18]([CH3:19])([CH3:20])[CH3:21])[CH2:13][CH2:14]2)[cH:7]1. Starting materials: S(=O)(Cl)Cl (Thionyl chloride), O=C1N(C(C2=CC=CC=C12)=O)C(C(=O)O)CC(C)C (2-(1,3-dioxo-2-azaindane-2-yl)-4-methylpentanoic acid), C1=CC=CC=C1 (benzene), [Cl-].[Al+3].[Cl-].[Cl-] (aluminum chloride), ice water. Run in CCCCCC (hexane), C(C)O (ethanol). Reaction conditions: time 3 hour. The product is O=C1N(C(C2=CC=CC=C12)=O)C(C(=O)C1=CC=CC=C1)CC(C)C (2-(1,3-dioxo-2-azaindane-2-yl)-4-methyl-1-phenylpentane-1-one). The yield is 73.0%. Reaction SMILES: S(Cl)(Cl)=O.[O:5]=[C:6]1[C:14]2[C:9](=[CH:10][CH:11]=[CH:12][CH:13]=2)[C:8](=[O:15])[N:7]1[CH:16]([CH2:20][CH:21]([CH3:23])[CH3:22])[C:17]([OH:19])=O.[CH:24]1[CH:29]=[CH:28][CH:27]=[CH:26][CH:25]=1.[Cl-].[Al+3].[Cl-].[Cl-]>C(O)C.CCCCCC>[O:15]=[C:8]1[C:9]2[C:14](=[CH:13][CH:12]=[CH:11][CH:10]=2)[C:6](=[O:5])[N:7]1[CH:16]([CH2:20][CH:21]([CH3:23])[CH3:22])[C:17]([C:24]1[CH:29]=[CH:28][CH:27]=[CH:26][CH:25]=1)=[O:19] |f:3.4.5.6|. Procedure: Thionyl chloride (34.8 ml, 480 mmol) was added to a mixture of 2-(1,3-dioxo-2-azaindane-2-yl)-4-methylpentanoic acid (83.61 g, 320 mmol) and benzene (320 ml). The resulting mixture was heated under reflux for 2 hours. The solvent and excess thionyl chloride were removed by distillation under reduced pressure, followed by addition of benzene (320 ml). The benzene was removed and fresh benzene (480 ml) was added to form a solution. Anhydrous aluminum chloride (106.7 g, 800 mmol) was added immediat... Starting materials: CN1[C@@H](CCCC1)C1=NN=C2N1C=C(C=C2)O[C@@H]2CC[C@@H](C1=CC=CC=C21)N ((1S,4R)-4-[3-((S)-1-Methyl-piperidin-2-yl)-[1,2,4]triazolo[4,3-a]pyridin-6-yloxy]-1,2,3,4-tetrahydro-naphthalen-1-ylamine), CCN(C(C)C)C(C)C (DIPEA), ClC(COC(NC=1N(N=C(C1)C(C)(C)C)C1=CC=C(C=C1)C)=O)(Cl)Cl ((5-tert-butyl-2-p-tolyl-2H-pyrazol-3-yl)-carbamic acid 2,2,2-trichloro-ethyl ester). Solvent: O1CCOCC1 (1,4-dioxane). Conditions: temperature 60 celsius. Yields the product C(C)(C)(C)C=1C=C(N(N1)C1=CC=C(C=C1)C)NC(=O)N[C@H]1CC[C@H](C2=CC=CC=C12)OC=1C=CC=2N(C1)C(=NN2)[C@H]2N(CCCC2)C (1-(5-tert-Butyl-2-p-tolyl-2H-pyrazol-3-yl)-3-{(1S,4R)-4-[3-((S)-1-methyl-piperidin-2-yl)-[1,2,4]triazolo[4,3-a]pyridin-6-yloxy]-1,2,3,4-tetrahydro-naphthalen-1-yl}-urea). RXN SMILES: [CH3:1][N:2]1[CH2:7][CH2:6][CH2:5][CH2:4][C@H:3]1[C:8]1[N:12]2[CH:13]=[C:14]([O:17][C@H:18]3[C:27]4[C:22](=[CH:23][CH:24]=[CH:25][CH:26]=4)[C@@H:21]([NH2:28])[CH2:20][CH2:19]3)[CH:15]=[CH:16][C:11]2=[N:10][N:9]=1.CCN(C(C)C)C(C)C.ClC(Cl)(Cl)C[O:41][C:42](=O)[NH:43][C:44]1[N:45]([C:53]2[CH:58]=[CH:57][C:56]([CH3:59])=[CH:55][CH:54]=2)[N:46]=[C:47]([C:49]([CH3:52])([CH3:51])[CH3:50])[CH:48]=1>O1CCOCC1>[C:49]([C:47]1[CH:48]=[C:44]([NH:43][C:42]([NH:28][C@@H:21]2[C:22]3[C:27](=[CH:26][CH:25]=[CH:24][CH:23]=3)[C@H:18]([O:17][C:14]3[CH:15]=[CH:16][C:11]4[N:12]([C:8]([C@@H:3]5[CH2:4][CH2:5][CH2:6][CH2:7][N:2]5[CH3:1])=[N:9][N:10]=4)[CH:13]=3)[CH2:19][CH2:20]2)=[O:41])[N:45]([C:53]2[CH:58]=[CH:57][C:56]([CH3:59])=[CH:55][CH:54]=2)[N:46]=1)([CH3:52])([CH3:50])[CH3:51]. Reported procedure: To a solution of Intermediate 62c (140 mg, 0.37 mmol) in 1,4-dioxane (4.00 mL) was added DIPEA (129 μL, 0.74 mmol) and (5-tert-butyl-2-p-tolyl-2H-pyrazol-3-yl)-carbamic acid 2,2,2-trichloro-ethyl ester (Synthetic Communications, 2009, 39, 3999-4009, which is incorporated herein by reference in its entirety; 150 mg, 0.37 mmol). The reaction was heated to 60° C. overnight then cooled and partitioned between EtOAc and water. The aqueous layer was then extracted with EtOAc (3×). The combined organic... Starting materials: FC1=CC=C(C=C1)N1C(=C(C=C1C1=CC=C(C=C1)S(=O)(=O)C)C=O)C (1-(4-fluorophenyl)-2-methyl-5-[4-(methylsulfonyl)phenyl]-1H-pyrrole-3-carboxaldehyde), [BH4-].[Na+] (sodium borohydride). Solvent: CCO (EtOH). Product: FC1=CC=C(C=C1)N1C(=C(C=C1C1=CC=C(C=C1)S(=O)(=O)C)CO)C (1-(4-fluorophenyl)-2-methyl-5-[4-(methylsulfonyl)phenyl]-1H-pyrrole-3-methanol). The yield is 99.9%. As a reaction SMILES: [F:1][C:2]1[CH:7]=[CH:6][C:5]([N:8]2[C:12]([C:13]3[CH:18]=[CH:17][C:16]([S:19]([CH3:22])(=[O:21])=[O:20])=[CH:15][CH:14]=3)=[CH:11][C:10]([CH:23]=[O:24])=[C:9]2[CH3:25])=[CH:4][CH:3]=1.[BH4-].[Na+]>CCO>[F:1][C:2]1[CH:3]=[CH:4][C:5]([N:8]2[C:12]([C:13]3[CH:18]=[CH:17][C:16]([S:19]([CH3:22])(=[O:20])=[O:21])=[CH:15][CH:14]=3)=[CH:11][C:10]([CH2:23][OH:24])=[C:9]2[CH3:25])=[CH:6][CH:7]=1 |f:1.2|. Procedure: To a solution of 1-(4-fluorophenyl)-2-methyl-5-[4-(methylsulfonyl)phenyl]-1H-pyrrole-3-carboxaldehyde (Example 18) (1.4 g, 3.9 mmol) in EtOH (30 ml), sodium borohydride (297 mg, 7.84 mmol) was added. After heating at reflux for 3 hours, the reaction mixture was cooled to room temperature and quenched with acetic acid. The solvent was removed under reduced pressure and the residue was redissolved in methylene chloride. After washing with 1N HCl and brine, the organic fractions were filtered, conc... The reactants are NC1=C(C(=O)O)C(=CC=C1)C (2-amino-6-methyl benzoic acid), ClC(=O)OCC (ethyl chloroformate), crude product, C (charcoal). Solvent: N1=CC=CC=C1 (pyridine), CCOCC (ether). Run at time 2 hour. Yields the product C(C)OC1=NC2=C(C(O1)=O)C(=CC=C2)C (2-ethoxy-5-methyl-4H-3,1-benzoxazin-4-one). The yield is 83.0%. Reaction SMILES: [NH2:1][C:2]1[CH:10]=[CH:9][CH:8]=[C:7]([CH3:11])[C:3]=1[C:4]([OH:6])=[O:5].Cl[C:13]([O:15][CH2:16][CH3:17])=O.C>N1C=CC=CC=1.CCOCC>[CH2:16]([O:15][C:13]1[O:5][C:4](=[O:6])[C:3]2[C:7]([CH3:11])=[CH:8][CH:9]=[CH:10][C:2]=2[N:1]=1)[CH3:17]. Procedure details: To a solution of 2-amino-6-methyl benzoic acid (25g., 0.165 mol) in dry pyridine (125 ml) at room temperature under anhydrous conditions was added ethyl chloroformate (47.33 ml, 3 equiv.) in a dropwise manner over 15 minutes. After stirring for 2 hours, the excess pyridine was removed under reduced pressure at a bath temperature of 40° C., and the residue was stirred vigorously in ice-cold water (250 ml) for 15 minutes. The pale yellow powder was collected by filtration, washed with water (100 m... Starting materials: [OH-].[Na+] (sodium hydroxide), CC(C)C1=NC2=C(N1)CCCC2=O (2-(1-methylethyl)-1,5,6,7-tetrahydro-4H-benzimidazol-4-one), BrCC1=CC=C(C=C1)I (1-(bromomethyl)-4-iodobenzene). Reagents/catalysts: [Br-].C(CCC)[N+](CCCC)(CCCC)CCCC (tetrabutylammonium bromide). Run in C1(=CC=CC=C1)C (Toluene). The product is IC1=CC=C(C=C1)CN1C(=NC2=C1C(CCC2)=O)C(C)C (3-[(4-iodophenyl)methyl]-2-(1-methylethyl)-3,5,6,7-tetrahydro-4H-benzimidazol-4-one). Yield: 55.7%. RXN SMILES: [CH3:1][CH:2]([C:4]1[NH:8][C:7]2[CH2:9][CH2:10][CH2:11][C:12](=[O:13])[C:6]=2[N:5]=1)[CH3:3].Br[CH2:15][C:16]1[CH:21]=[CH:20][C:19]([I:22])=[CH:18][CH:17]=1.[OH-].[Na+]>C1(C)C=CC=CC=1.[Br-].C([N+](CCCC)(CCCC)CCCC)CCC>[I:22][C:19]1[CH:20]=[CH:21][C:16]([CH2:15][N:5]2[C:6]3[C:12](=[O:13])[CH2:11][CH2:10][CH2:9][C:7]=3[N:8]=[C:4]2[CH:2]([CH3:1])[CH3:3])=[CH:17][CH:18]=1 |f:2.3,5.6|. Procedure: To Intermediate 56 (2nd alternative preparation) (5.4 g) in Toluene (120 mL) was added 1-(bromomethyl)-4-iodobenzene (9.00 g) and tetrabutylammonium bromide (4.88 g) then sodium hydroxide, 5M aq (66.7 mL). The mixture was then stirred at room temperature, stirring vigorously to mix the phases for 1.5 h. The mixture was partitioned between ethyl acetate and water. The brown solid was filtered. The 2 phases were separated and the aqueous layer extracted well with ethyl acetate. The combined organi... The reactants are COC(CC1=C(C=C(C=C1)[N+](=O)[O-])C)=O (2-methyl-4-nitro phenylacetic acid methyl ester), C(=O)[O-].[NH4+] (ammonium formate). The reagents and catalysts are [Pd] (Pd/C). Run in C1CCOC1 (THF), CO (methyl alcohol). Conditions: time 3 hour. Yields the product COC(CC1=C(C=C(C=C1)N)C)=O (2-methyl-4-amino phenylacetic acid methyl ester), solid. The yield is 92.2%. Reaction SMILES: [CH3:1][O:2][C:3](=[O:15])[CH2:4][C:5]1[CH:10]=[CH:9][C:8]([N+:11]([O-])=O)=[CH:7][C:6]=1[CH3:14].C([O-])=O.[NH4+]>C1COCC1.CO.[Pd]>[CH3:1][O:2][C:3](=[O:15])[CH2:4][C:5]1[CH:10]=[CH:9][C:8]([NH2:11])=[CH:7][C:6]=1[CH3:14] |f:1.2|. Procedure details: To a solution of 2-methyl-4-nitro phenylacetic acid methyl ester (10 mmol) in dry THF (20 mL) and methyl alcohol (20 mL), ammonium formate (0.1 mol) and 10% Pd/C (0.5 g) have been added and the resulting mixture has been left stirring for 3 h, until complete disappearance of the starting reagent. The catalyst has been filtered off and the filtrate evaporated under vacuum to give 2-methyl-4-amino phenylacetic acid methyl ester as a waxy solid (9.22 mmol). Reactants: C1(CC1)C1=NC2=C(N1C)C=C(C=C2)N2C(C=C(C=C2)O)=O (1-(2-cyclopropyl-1-methyl-1H-benzimidazol-6-yl)-4-hydroxypyridin-2(1H)-one), FC1=CC=C(S1)CO ((5-fluorothiophen-2-yl)methanol), C(CCC)P(CCCC)CCCC (tributylphosphine), N(=NC(=O)N1CCCCC1)C(=O)N1CCCCC1 (1,1′-(azodicarbonyl)dipiperidine). The solvent is C1CCOC1 (THF). Reaction conditions: temperature 60 celsius, time 4 hour. Yields the product C1(CC1)C1=NC2=C(N1C)C=C(C=C2)N2C(C=C(C=C2)OCC=2SC(=CC2)F)=O (1-(2-Cyclopropyl-1-methyl-1H-benzimidazol-6-yl)-4-((5-fluorothiophen-2-yl)methoxy)pyridin-2(1H)-one). Isolated yield 5.0%. As a reaction SMILES: [CH:1]1([C:4]2[N:8]([CH3:9])[C:7]3[CH:10]=[C:11]([N:14]4[CH:19]=[CH:18][C:17]([OH:20])=[CH:16][C:15]4=[O:21])[CH:12]=[CH:13][C:6]=3[N:5]=2)[CH2:3][CH2:2]1.[F:22][C:23]1[S:27][C:26]([CH2:28]O)=[CH:25][CH:24]=1.C(P(CCCC)CCCC)CCC.N(C(N1CCCCC1)=O)=NC(N1CCCCC1)=O>C1COCC1>[CH:1]1([C:4]2[N:8]([CH3:9])[C:7]3[CH:10]=[C:11]([N:14]4[CH:19]=[CH:18][C:17]([O:20][CH2:28][C:26]5[S:27][C:23]([F:22])=[CH:24][CH:25]=5)=[CH:16][C:15]4=[O:21])[CH:12]=[CH:13][C:6]=3[N:5]=2)[CH2:2][CH2:3]1. Procedure: To a solution of 1-(2-cyclopropyl-1-methyl-1H-benzimidazol-6-yl)-4-hydroxypyridin-2(1H)-one (127 mg), (5-fluorothiophen-2-yl)methanol (40 mg) and tributylphosphine (182 mg) in THF (15 ml) was added 1,1′-(azodicarbonyl)dipiperidine (227 mg), and the mixture was stirred at 60° C. for 4 h. The reaction mixture was then cooled to room temperature, and concentrated in vacuo. The residue was diluted with DCM, washed with water and brine successively, dried over Na2SO4, concentrated in vacuo and purifi... Starting materials: CO, CC1(C)CN(Cc2ccccc2)CC1O, Cl. Yields the product CC1(C)CNCC1O, Cl. As a reaction SMILES: [CH3:17][OH:18].[CH3:1][C:2]1([CH3:15])[CH:3]([OH:14])[CH2:4][N:5]([CH2:7][c:8]2[cH:9][cH:10][cH:11][cH:12][cH:13]2)[CH2:6]1.[ClH:16]>>[CH3:1][C:2]1([CH3:15])[CH:3]([OH:14])[CH2:4][NH:5][CH2:6]1.[ClH:16].